From a dataset of the Open Reaction Database (ORD), a public repository of structured organic reaction records. describe an organic reaction: reactants, conditions, products, and yield Run at time 10 minute. As a reaction SMILES: [Br:1][C:2]1[C:3]([CH3:9])=[C:4]([CH:6]=[CH:7][CH:8]=1)[NH2:5].[C:10]([O-:13])(=O)[CH3:11].[K+].C(OC(=O)C)(=O)C.C1OCCOCCOCCOCCOCCOC1.[N:40](OCCC(C)C)=O>C(Cl)(Cl)Cl>[Br:1][C:2]1[CH:8]=[CH:7][CH:6]=[C:4]2[C:3]=1[CH:9]=[N:40][N:5]2[C:10](=[O:13])[CH3:11].[Br:1][C:2]1[CH:8]=[CH:7][CH:6]=[C:4]2[C:3]=1[CH:9]=[N:40][NH:5]2 |f:1.2|. Yields the product BrC1=C2C=NN(C2=CC=C1)C(C)=O (1-(4-bromo-indazol-1-yl)-ethanone), BrC1=C2C=NNC2=CC=C1 (4-bromo-1H-indazole). Procedure: To a solution of 3-bromo-2-methyl aniline (5.0 g, 26.9 mmol) in chloroform (50 mL) was added potassium acetate (1.05 eq., 28.2 mmol, 2.77 g). Acetic anhydride (2.0 eq., 53.7 mmol, 5.07 mL) was added with concurrent cooling in ice-water. The mixture was then stirred at room temperature for 10 minutes after which time a white gelatinous solid formed. 18-Crown-6 (0.2 eq., 5.37 mmol, 1.42 g) was added followed by iso-amyl nitrite (2.2 eq., 59.1 mmol, 7.94 mL) and the mixture was heated under reflux ... The solvent is ice water, C(Cl)(Cl)Cl (chloroform). The reactants are C(C)(=O)OC(C)=O (Acetic anhydride), C1COCCOCCOCCOCCOCCO1 (18-Crown-6), BrC=1C(=C(N)C=CC1)C (3-bromo-2-methyl aniline), C(C)(=O)[O-].[K+] (potassium acetate), N(=O)OCCC(C)C (iso-amyl nitrite). Starting materials: BrCCCCCCBr, [Li]C(C)(C)C, C1CCOC1, CCCCCC, CCCCC, C1CCOCC1, C1CCOCC1, Oc1ccc(O)cc1. The product is CCCCCCBr, C1CCOCC1, C1CCOCC1, Oc1ccc(O)cc1. RXN SMILES: [Br:26][CH2:27][CH2:28][CH2:29][CH2:30][CH2:31][CH2:32][Br:33].[C:21]([Li:22])([CH3:23])([CH3:24])[CH3:25].[CH2:40]1[O:41][CH2:42][CH2:43][CH2:44]1.[CH3:34][CH2:35][CH2:36][CH2:37][CH2:38][CH3:39].[CH3:45][CH2:46][CH2:47][CH2:48][CH3:49].[O:15]1[CH2:16][CH2:17][CH2:18][CH2:19][CH2:20]1.[O:9]1[CH2:10][CH2:11][CH2:12][CH2:13][CH2:14]1.[c:1]1([OH:2])[cH:3][cH:4][c:5]([OH:6])[cH:7][cH:8]1>>[Br:26][CH2:27][CH2:28][CH2:29][CH2:30][CH2:31][CH3:32].[O:15]1[CH2:16][CH2:17][CH2:18][CH2:19][CH2:20]1.[O:9]1[CH2:10][CH2:11][CH2:12][CH2:13][CH2:14]1.[c:1]1([OH:2])[cH:3][cH:4][c:5]([OH:6])[cH:7][cH:8]1. The reactants are [OH-].[K+] (KOH), FC1=NC(=C2N=CN(C2=N1)[C@H]1[C@H](OC(C2=CC=CC=C2)=O)[C@H](OC(C2=CC=CC=C2)=O)[C@@H](O1)COC(C1=CC=CC=C1)=O)N (2-Fluoro-9-(2,3,5-tri-O-benzoyl-α-L-lyxofuranosyl)-9H-purin-6-amine), C(C)(=O)O (acetic acid). Solvent: C(C)O (ethanol), C(C)O (ethanol). Reaction conditions: time 5 hour. Product: FC1=NC(=C2N=CN(C2=N1)[C@H]1[C@H](O)[C@H](O)[C@@H](O1)CO)N (2-Fluoro-9-(α-L-lyxofuranosyl)-9H-purin-6-amine). RXN SMILES: [F:1][C:2]1[N:10]=[C:9]2[C:5]([N:6]=[CH:7][N:8]2[C@@H:11]2[O:33][C@@H:32]([CH2:34][O:35]C(=O)C3C=CC=CC=3)[C@@H:22]([O:23]C(=O)C3C=CC=CC=3)[C@H:12]2[O:13]C(=O)C2C=CC=CC=2)=[C:4]([NH2:44])[N:3]=1.[OH-].[K+].C(O)(=O)C>C(O)C>[F:1][C:2]1[N:10]=[C:9]2[C:5]([N:6]=[CH:7][N:8]2[C@@H:11]2[O:33][C@@H:32]([CH2:34][OH:35])[C@@H:22]([OH:23])[C@H:12]2[OH:13])=[C:4]([NH2:44])[N:3]=1 |f:1.2|. Reported procedure: A suspension of 1a (108 mg, 0.18 mmol) in ethanol (10 ml) at room temperature is treated in one portion with 0.50 M KOH (anhydrous powder) in ethanol (180 μl). The mixture is stirred 5 h, neutralized with glacial acetic acid (6 μl), and evaporated to dryness. The resulting residue is crystallized from 1:1 acetonitrile/water to afford pure (1b) as a white solid. Starting materials: CCCCNC=1C=CC(=CC1)C(=O)OCCN(C)C.Cl (tetracaine hydrochloride), [C@@H]1([C@@H]([C@@H]([C@@H]([C@H]([C@@H]1OP(=O)(O)O)OP(=O)(O)O)OP(=O)(O)O)OP(=O)(O)O)OP(=O)(O)O)OP(=O)(O)O (phytic acid). The solvent is O (water). Reaction conditions: time 30 minute. The product is CCCCNC=1C=CC(=CC1)C(=O)OCCN(C)C.C1(C(C(C(C(C1OP(=O)(O)O)OP(=O)(O)O)OP(=O)(O)O)OP(=O)(O)O)OP(=O)(O)O)OP(=O)(O)O (Tetracaine Phytate). As a reaction SMILES: [CH3:1][CH2:2][CH2:3][CH2:4][NH:5][C:6]1[CH:7]=[CH:8][C:9]([C:12]([O:14][CH2:15][CH2:16][N:17]([CH3:19])[CH3:18])=[O:13])=[CH:10][CH:11]=1.Cl.[C@@H:21]1([O:52][P:53]([OH:56])([OH:55])=[O:54])[C@@H:26]([O:27][P:28]([OH:31])([OH:30])=[O:29])[C@H:25]([O:32][P:33]([OH:36])([OH:35])=[O:34])[C@@H:24]([O:37][P:38]([OH:41])([OH:40])=[O:39])[C@@H:23]([O:42][P:43]([OH:46])([OH:45])=[O:44])[C@H:22]1[O:47][P:48]([OH:51])([OH:50])=[O:49]>O>[CH3:1][CH2:2][CH2:3][CH2:4][NH:5][C:6]1[CH:11]=[CH:10][C:9]([C:12]([O:14][CH2:15][CH2:16][N:17]([CH3:19])[CH3:18])=[O:13])=[CH:8][CH:7]=1.[CH:23]1([O:42][P:43]([OH:46])([OH:45])=[O:44])[CH:24]([O:37][P:38]([OH:40])([OH:41])=[O:39])[CH:25]([O:32][P:33]([OH:35])([OH:36])=[O:34])[CH:26]([O:27][P:28]([OH:31])([OH:30])=[O:29])[CH:21]([O:52][P:53]([OH:56])([OH:55])=[O:54])[CH:22]1[O:47][P:48]([OH:50])([OH:51])=[O:49] |f:0.1,4.5|. Procedure: 1.0 g tetracaine hydrochloride (3.33 mmol) was dissolved in 40 mL water and with vigorous stirring, 20.5 mL of the phytic acid solution of Example 1 was added. After another 30 min of stirring, the precipitate was centrifuged and washed with water. The final products were in the form of white powder. The solubility of the complex in different buffers is shown below. Procedure details: 1-Acetoxy-2,6-di-tert-butyl-3-methyl-4-tetrahydropyranyloxybenzene (4.09 g) was dissolved in tetrahydrofuran (20 ml). After adding 10% HCl (3 ml), the mixture was stirred at room temperature for 3 h. The reaction mixture was poured into water and subjected to extraction with diethyl ether. The extract was washed with 5% aqueous sodium hydrogen carbonate and saturated brine, then dried over anhydrous sodium sulfate and the solvent was distilled off. The residue was recrystallized from n-hexane to... The reactants are Cl (HCl), C(C)(=O)OC1=C(C(=C(C=C1C(C)(C)C)OC1OCCCC1)C)C(C)(C)C (1-Acetoxy-2,6-di-tert-butyl-3-methyl-4-tetrahydropyranyloxybenzene), O (water). The solvent is O1CCCC1 (tetrahydrofuran). RXN SMILES: [C:1]([O:4][C:5]1[C:10]([C:11]([CH3:14])([CH3:13])[CH3:12])=[CH:9][C:8]([O:15]C2CCCCO2)=[C:7]([CH3:22])[C:6]=1[C:23]([CH3:26])([CH3:25])[CH3:24])(=[O:3])[CH3:2].Cl.O>O1CCCC1>[C:1]([O:4][C:5]1[C:10]([C:11]([CH3:12])([CH3:13])[CH3:14])=[CH:9][C:8]([OH:15])=[C:7]([CH3:22])[C:6]=1[C:23]([CH3:26])([CH3:25])[CH3:24])(=[O:3])[CH3:2]. The yield is 98.7%. Conditions: time 3 hour. Yields the product C(C)(=O)OC1=C(C(=C(C=C1C(C)(C)C)O)C)C(C)(C)C (4-acetoxy-3,5-di-tert-butyl-2-methylphenol).